From a dataset of the Open Reaction Database (ORD), a public repository of structured organic reaction records. describe an organic reaction: reactants, conditions, products, and yield Starting materials: CNC(=O)NC1=C(C(=NS1)N(CCC)CCC)C#N (1-Methyl-3-(4-cyano-3-(dipropylamino)-5-isothiazolyl)urea), S(O)(O)(=O)=O (sulfuric acid), C([O-])(O)=O.[Na+] (sodium bicarbonate), C([O-])([O-])=O.[Na+].[Na+] (sodium carbonate), [OH-].[NH4+] (ammonium hydroxide). Solvent: ice water. The product is CNC(=O)NC1=C(C(=NS1)N(CCC)CCC)C(N)=O (1-methyl-3-(4-carbamoyl-3-(dipropylamino)-5-isothiazolyl)urea). RXN SMILES: [CH3:1][NH:2][C:3]([NH:5][C:6]1[S:10][N:9]=[C:8]([N:11]([CH2:15][CH2:16][CH3:17])[CH2:12][CH2:13][CH3:14])[C:7]=1[C:18]#[N:19])=[O:4].S(=O)(=O)(O)[OH:21].C(=O)(O)[O-].[Na+].C(=O)([O-])[O-].[Na+].[Na+].[OH-].[NH4+]>>[CH3:1][NH:2][C:3]([NH:5][C:6]1[S:10][N:9]=[C:8]([N:11]([CH2:15][CH2:16][CH3:17])[CH2:12][CH2:13][CH3:14])[C:7]=1[C:18](=[O:21])[NH2:19])=[O:4] |f:2.3,4.5.6,7.8|. Procedure: 1-Methyl-3-(4-cyano-3-(dipropylamino)-5-isothiazolyl)urea (4.2 g) was slowly stirred into 10 ml of concentrated sulfuric acid and the resulting solution was warmed to 80° where it was maintained for about 16 hours. The solution was poured into 200 ml of ice-water and the solution was brought to pH 10 by adding a mixture of sodium bicarbonate, sodium carbonate, and ammonium hydroxide. The white precipitate was collected by filtration, but thin-layer chromatographic analysis showed the white solid... The reactants are CC(C)=O, [I-], [Na+], O=C1N(CCCCCl)CCN1N=Cc1ccccc1. The product is O=C1N(CCCCI)CCN1N=Cc1ccccc1. RXN SMILES: [CH3:22][C:23](=[O:24])[CH3:25].[I-:21].[Na+:20].[c:1]1([CH:7]=[N:8][N:9]2[C:10](=[O:19])[N:11]([CH2:14][CH2:15][CH2:16][CH2:17][Cl:18])[CH2:12][CH2:13]2)[cH:2][cH:3][cH:4][cH:5][cH:6]1>>[c:1]1([CH:7]=[N:8][N:9]2[C:10](=[O:19])[N:11]([CH2:14][CH2:15][CH2:16][CH2:17][I:21])[CH2:12][CH2:13]2)[cH:2][cH:3][cH:4][cH:5][cH:6]1. The product is C=CCOC(CCCCC)C(C)=CCC. Starting materials: C=CCBr, CCC=C(C)C(O)CCCCC. Reaction SMILES: [CH2:13]([CH:14]=[CH2:15])[Br:16].[CH3:1][C:2](=[CH:3][CH2:4][CH3:5])[CH:6]([CH2:7][CH2:8][CH2:9][CH2:10][CH3:11])[OH:12]>>[CH3:1][C:2](=[CH:3][CH2:4][CH3:5])[CH:6]([CH2:7][CH2:8][CH2:9][CH2:10][CH3:11])[O:12][CH2:15][CH:14]=[CH2:13]. Reactants: ClC1=CC=C2C=CC(=NC2=C1)COC1=C(C=C(C=C1)C(=O)OC)C(=O)OC (7-chloro-2-[2,4-bis-(methoxycarbonyl)phenoxymethyl]quinoline), [H-].[Na+] (sodium hydride), C(C)(=O)OCC (ethyl acetate). Run in CN(C=O)C (N,N-dimethylformamide). Run at time 3 hour. Yields the product ClC1=CC=C2C=CC(=NC2=C1)C=1OC2=C(C1O)C=C(C=C2)C(=O)OC (7-chloro-2-(5-methoxycarbonyl-3-hydroxybenzofuran-2-yl)quinoline). RXN SMILES: [Cl:1][C:2]1[CH:11]=[C:10]2[C:5]([CH:6]=[CH:7][C:8]([CH2:12][O:13][C:14]3[CH:19]=[CH:18][C:17]([C:20]([O:22][CH3:23])=[O:21])=[CH:16][C:15]=3[C:24]([O:26]C)=O)=[N:9]2)=[CH:4][CH:3]=1.[H-].[Na+].C(OCC)(=O)C>CN(C)C=O>[Cl:1][C:2]1[CH:11]=[C:10]2[C:5]([CH:6]=[CH:7][C:8]([C:12]3[O:13][C:14]4[CH:19]=[CH:18][C:17]([C:20]([O:22][CH3:23])=[O:21])=[CH:16][C:15]=4[C:24]=3[OH:26])=[N:9]2)=[CH:4][CH:3]=1 |f:1.2|. Procedure details: To a being cooled suspension of 7-chloro-2-[2,4-bis-(methoxycarbonyl)phenoxymethyl]quinoline (0.3 g) in N,N-dimethylformamide (6 ml), sodium hydride ((60% in mineral oil) 31 mg). After being stirred at same temperature for 30 minutes and successively at ambient temperature for 3 hours, the resulting mixture was poured into a mixture of ethyl acetate and buffer (pH 4.1). The appeared precipitates were collected by filtration and washed with n-hexane to give 7-chloro-2-(5-methoxycarbonyl-3-hydroxy... Reactants: FC(C=1C=C(C=C(C1)C(F)(F)F)[C@@H]1[C@H]2N(C(O1)=O)[C@@H](CC2)C2=NC(=C(C=C2C=2C=C(C=CC2OC)C2=C(C=C(C=C2)C(=O)OC)C)C(C)C)N(C)C)(F)F (methyl 3′-[2-{(1R,5S,7aS)-1-[3,5-bis(trifluoromethyl)phenyl]-3-oxotetrahydro-1H-pyrrolo[1,2-c][1,3]oxazol-5-yl}-6-(dimethylamino)-5-(propan-2-yl)pyridin-3-yl]-4′-methoxy-2-methylbiphenyl-4-carboxylate), [OH-].[Li+] (lithium hydroxide), [OH-].[Li+] (lithium hydroxide). Solvent: C1CCOC1 (THF). Run at time 8 hour. Yields the product FC(C=1C=C(C=C(C1)C(F)(F)F)[C@@H]1[C@H]2N(C(O1)=O)[C@@H](CC2)C2=NC(=C(C=C2C=2C=C(C=CC2OC)C2=C(C=C(C=C2)C(=O)O)C)C(C)C)N(C)C)(F)F (3′-[2-{(1R,5S,7aS)-1-[3,5-bis(trifluoromethyl)phenyl]-3-oxotetrahydro-1H-pyrrolo[1,2-c][1,3]oxazol-5-yl}-6-(dimethylamino)-5-(propan-2-yl)pyridin-3-yl]-4′-methoxy-2-methylbiphenyl-4-carboxylic acid). Yield: 36.4%. Reaction SMILES: [F:1][C:2]([F:54])([F:53])[C:3]1[CH:4]=[C:5]([C@H:13]2[O:17][C:16](=[O:18])[N:15]3[C@H:19]([C:22]4[C:27]([C:28]5[CH:29]=[C:30]([C:36]6[CH:41]=[CH:40][C:39]([C:42]([O:44]C)=[O:43])=[CH:38][C:37]=6[CH3:46])[CH:31]=[CH:32][C:33]=5[O:34][CH3:35])=[CH:26][C:25]([CH:47]([CH3:49])[CH3:48])=[C:24]([N:50]([CH3:52])[CH3:51])[N:23]=4)[CH2:20][CH2:21][C@@H:14]23)[CH:6]=[C:7]([C:9]([F:12])([F:11])[F:10])[CH:8]=1.[OH-].[Li+]>C1COCC1>[F:53][C:2]([F:1])([F:54])[C:3]1[CH:4]=[C:5]([C@H:13]2[O:17][C:16](=[O:18])[N:15]3[C@H:19]([C:22]4[C:27]([C:28]5[CH:29]=[C:30]([C:36]6[CH:41]=[CH:40][C:39]([C:42]([OH:44])=[O:43])=[CH:38][C:37]=6[CH3:46])[CH:31]=[CH:32][C:33]=5[O:34][CH3:35])=[CH:26][C:25]([CH:47]([CH3:49])[CH3:48])=[C:24]([N:50]([CH3:51])[CH3:52])[N:23]=4)[CH2:20][CH2:21][C@@H:14]23)[CH:6]=[C:7]([C:9]([F:10])([F:12])[F:11])[CH:8]=1 |f:1.2|. Procedure: To methyl 3′-[2-{(1R,5S,7aS)-1-[3,5-bis(trifluoromethyl)phenyl]-3-oxotetrahydro-1H-pyrrolo[1,2-c][1,3]oxazol-5-yl}-6-(dimethylamino)-5-(propan-2-yl)pyridin-3-yl]-4′-methoxy-2-methylbiphenyl-4-carboxylate (24 mg, 0.033 mmol) in THF (1 mL) was added lithium hydroxide (9.51 mg, 0.397 mmol). The reaction was stirred overnight at room temperature. Reaction was incomplete. More lithium hydroxide (4.76 mg, 1.99 mmol) was added, and the reaction was heated to 50° C. for 5 hours. The reaction was purifie... Reactants: Cl (HCl), C1(CCCCCO1)=O (6-hexanolactone), C(C)O (ethanol), [OH-].[K+] (potassium hydroxide). Solvent: O (water). Conditions: temperature 40 celsius, time 2.5 hour. Product: OCCCCCC(=O)O (6-hydroxyhexanoic acid). As a reaction SMILES: [C:1]1(=[O:8])[O:7][CH2:6][CH2:5][CH2:4][CH2:3][CH2:2]1.C([OH:11])C.[OH-].[K+].Cl>O>[OH:11][CH2:6][CH2:5][CH2:4][CH2:3][CH2:2][C:1]([OH:7])=[O:8] |f:2.3|. Reported procedure: To a solution of 12.0 g of 6-hexanolactone in ml of ethanol was added a solution of 11.7 g of potassium hydroxide in 20 ml of water under ice-cooling and the reaction mixture was stirred for 2.5 hours at 40° C. After reaction, the reaction mixture was adjusted to pH 9 by adding 1N-HCl solution and washed with ethyl acetate (twice). The aqueous layer was concentrated under reduced pressure and the residue was adjusted to pH 1 by adding 1N-HCl solution and extracted by ethyl acetate. The organic l... The reactants are S(O)(O)(=O)=O (sulphuric acid), C(C)OCOC=1C=C(C=C(C1)OCOCC)C=CC=1C=C(C=CC1)CCCCC(C(C)C)O (7-{3-[2-(3,5-bis-ethoxymethoxyphenyl)vinyl]phenyl}-2-methylheptan-3-ol). Solvent: CO (methanol), C1CCOC1 (THF), CO (methanol). The product is OC(CCCCC=1C=C(C=CC1)C=CC=1C=C(C=C(C1)O)O)C(C)C (5-{2-[3-(5-Hydroxy-6-methylheptyl)phenyl]vinyl}benzene-1,3-diol). Reaction SMILES: S(=O)(=O)(O)O.C(OC[O:10][C:11]1[CH:12]=[C:13]([CH:22]=[CH:23][C:24]2[CH:25]=[C:26]([CH2:30][CH2:31][CH2:32][CH2:33][CH:34]([OH:38])[CH:35]([CH3:37])[CH3:36])[CH:27]=[CH:28][CH:29]=2)[CH:14]=[C:15]([O:17]COCC)[CH:16]=1)C>CO.C1COCC1>[OH:38][CH:34]([CH:35]([CH3:37])[CH3:36])[CH2:33][CH2:32][CH2:31][CH2:30][C:26]1[CH:25]=[C:24]([CH:23]=[CH:22][C:13]2[CH:12]=[C:11]([OH:10])[CH:16]=[C:15]([OH:17])[CH:14]=2)[CH:29]=[CH:28][CH:27]=1. Reported procedure: In a manner similar to Example 1(j), by reacting 0.1 ml of concentrated sulphuric acid in 1 ml of methanol with 60 mg (0.13 mmol) of 7-{3-[2-(3,5-bis-ethoxymethoxyphenyl)vinyl]phenyl}-2-methylheptan-3-ol in 1 ml of methanol and 1 ml of THF, after purification on a silica column (ethyl acetate 40-heptane 60), a yellowish oil (m=7 mg; Y=16%) is obtained. The product is C(C)(=O)C1=CC=C(CC2=C(C=C(C=C2Cl)N2N=CCNC2=O)Cl)C=C1 (2-[4-(4-acetylbenzyl)-3,5-dichlorophenyl]-4,5-dihydro-1,2,4-triazin-3(2H)-one). Conditions: time 1 hour. Isolated yield 48.2%. RXN SMILES: [C:1]([C:4]1[CH:36]=[CH:35][C:7]([CH2:8][C:9]2[C:14]([Cl:15])=[CH:13][C:12]([N:16]([C:25]([NH:27][CH2:28][CH:29](OC)OC)=[O:26])[N:17]=CC3C=CC=CC=3)=[CH:11][C:10]=2[Cl:34])=[CH:6][CH:5]=1)(=[O:3])[CH3:2].Cl>C(OCC)(=O)C>[C:1]([C:4]1[CH:5]=[CH:6][C:7]([CH2:8][C:9]2[C:14]([Cl:15])=[CH:13][C:12]([N:16]3[C:25](=[O:26])[NH:27][CH2:28][CH:29]=[N:17]3)=[CH:11][C:10]=2[Cl:34])=[CH:35][CH:36]=1)(=[O:3])[CH3:2]. Procedure details: In 7 ml of ethyl acetate was dissolved 0.7 g of 2-[4-(4-acetylbenzyl)-3,5-dichlorophenyl]-1-benzylidene-4-(2,2-dimethoxyethyl)semicarbazide. To the solution was added 0.27 g of 35% hydrochloric acid. The mixture was stirred for one hour at room temperature. The reaction mixture was washed with water, dried and concentrated. The residue was purified by column chromatography (Merck Silica Gel 60; normalhexane-ethylacetate=1:3) to provide 0.24 g of the title compound. m.p.189-190° C. Solvent: C(C)(=O)OCC (ethyl acetate). Reactants: C(C)(=O)C1=CC=C(CC2=C(C=C(C=C2Cl)N(N=CC2=CC=CC=C2)C(=O)NCC(OC)OC)Cl)C=C1 (2-[4-(4-acetylbenzyl)-3,5-dichlorophenyl]-1-benzylidene-4-(2,2-dimethoxyethyl)semicarbazide), Cl (hydrochloric acid). The reactants are O=S(=O)(Nc1ccnc(Br)c1)c1ccccc1, CC(=O)Nc1nc(C)cs1, CC(C)(C)P(C(C)(C)C)C(C)(C)C, CS(C)=O, [Cs+], [F-], CC(=O)[O-], CC(=O)[O-], [Pd+2]. The product is CC(=O)Nc1nc(C)c(-c2cc(NS(=O)(=O)c3ccccc3)ccn2)s1. Reaction SMILES: [Br:1][c:2]1[n:3][cH:4][cH:5][c:6]([NH:8][S:9](=[O:10])(=[O:11])[c:12]2[cH:13][cH:14][cH:15][cH:16][cH:17]2)[cH:7]1.[C:18]([CH3:19])(=[O:20])[NH:21][c:22]1[s:23][cH:24][c:25]([CH3:27])[n:26]1.[C:30]([P:31]([C:32]([CH3:33])([CH3:34])[CH3:35])[C:36]([CH3:37])([CH3:38])[CH3:39])([CH3:40])([CH3:41])[CH3:42].[CH3:52][S:53]([CH3:54])=[O:55].[Cs+:29].[F-:28].[O-:44][C:45]([CH3:46])=[O:47].[O-:48][C:49]([CH3:50])=[O:51].[Pd+2:43]>>[c:2]1(-[c:24]2[s:23][c:22]([NH:21][C:18]([CH3:19])=[O:20])[n:26][c:25]2[CH3:27])[n:3][cH:4][cH:5][c:6]([NH:8][S:9](=[O:10])(=[O:11])[c:12]2[cH:13][cH:14][cH:15][cH:16][cH:17]2)[cH:7]1.